This data is from the Open Reaction Database (ORD), a public repository of structured organic reaction records. The task is: describe an organic reaction: reactants, conditions, products, and yield Reactants: ClC=1C=C(C=C(C1F)F)C(F)(F)F (3-Chloro-4,5-difluorobenzotrifluoride), C([O-])([O-])=O.[K+].[K+] (potassium carbonate), CC1=C(C=C(C=C1)O)[N+](=O)[O-] (4-methyl-3-nitrophenol). The reagents and catalysts are CN(C)C=O (DMF). Solvent: CC(C)CC(=O)C (MIBK). Conditions: time 2 hour. Product: ClC1=C(OC2=CC(=C(C=C2)C)[N+](=O)[O-])C(=CC(=C1)C(F)(F)F)F (4-(2-chloro-6-fluoro-4-trifluoromethylphenoxy)-2-nitrotoluene). Isolated yield 92.0%. Reaction SMILES: [Cl:1][C:2]1[CH:3]=[C:4]([C:10]([F:13])([F:12])[F:11])[CH:5]=[C:6]([F:9])[C:7]=1F.C(=O)([O-])[O-].[K+].[K+].[CH3:20][C:21]1[CH:26]=[CH:25][C:24]([OH:27])=[CH:23][C:22]=1[N+:28]([O-:30])=[O:29]>CN(C=O)C.CC(CC(C)=O)C>[Cl:1][C:2]1[CH:3]=[C:4]([C:10]([F:13])([F:12])[F:11])[CH:5]=[C:6]([F:9])[C:7]=1[O:27][C:24]1[CH:25]=[CH:26][C:21]([CH3:20])=[C:22]([N+:28]([O-:30])=[O:29])[CH:23]=1 |f:1.2.3|. Reported procedure: 3-Chloro-4,5-difluorobenzotrifluoride (99 g) was dissolved in dry MBIK (100 cm3) and 25 drops of dry DMF and dry potassium carbonate (48 g) added. The mixture was stirred and brought to reflux when a solution of 4-methyl-3-nitrophenol (35 g) in dry MIBK (70 cm3) was added over 1 hour. When the addition was complete stirring and reflux were continued for 2 hours. The solvent was removed from the reaction mixture under vacuum and the residue triturated with water (500 cm3). The solid obtained was ... Reported procedure: 50 g of 1-cyano-1-methylethylphenyl carbonate and 25 g of 4-hydroxypiperidine were heated at 130° C. After completion of the reaction, the resulting product was purified by silica gel column chromatography (elution solvent: hexane:ethyl acetate=1:1-1:2-0:1), thereby obtaining 50.5 g of the intended compound. The product is C(#N)C(C)(OC(=O)N1CCC(CC1)O)C (1-(Cyano-1-methylethoxycarbonyl)-4-hydroxypiperidine). Yield: 98.1%. The reactants are C(OC1(C(C=CC=C1)C(C)C)C#N)([O-])=O (1-cyano-1-methylethylphenyl carbonate), OC1CCNCC1 (4-hydroxypiperidine). Reaction SMILES: [C:1](=[O:15])([O-])[O:2][C:3]1([C:12]#[N:13])[CH:8]=CC=C[CH:4]1C(C)C.[OH:16][CH:17]1[CH2:22][CH2:21][NH:20][CH2:19][CH2:18]1>>[C:12]([C:3]([CH3:4])([O:2][C:1]([N:20]1[CH2:21][CH2:22][CH:17]([OH:16])[CH2:18][CH2:19]1)=[O:15])[CH3:8])#[N:13]. Reactants: C(C)OC(=O)C=1OC(=CC1)C(F)F (5-Difluoromethyl-2-furancarboxylic acid ethyl ester), [OH-].[Na+] (sodium hydroxide). Solvent: C(C)O (ethanol). The product is FC(C1=CC=C(O1)C(=O)O)F (5-difluoromethyl-2-furancarboxylic acid). Yield: 61.2%. As a reaction SMILES: C([O:3][C:4]([C:6]1[O:7][C:8]([CH:11]([F:13])[F:12])=[CH:9][CH:10]=1)=[O:5])C.[OH-].[Na+]>C(O)C>[F:13][CH:11]([F:12])[C:8]1[O:7][C:6]([C:4]([OH:5])=[O:3])=[CH:10][CH:9]=1 |f:1.2|. Reported procedure: 5-Formyl-2-furancarboxylic acid (2.9 g) was dissolved in N,N-dimethylformamide (30 ml), and potassium carbonate (2.9 g) and iodoethane (3.6 g) were added. The mixture was stirred at room temperature for 12 hours, poured into ice water and extracted with diethyl ether. The extract was washed with water and saturated aqueous sodium chloride, dried over anhydrous magnesium sulfate and concentrated under reduced pressure. The residue was subjected to silica gel column chromatography, and the desired... The reactants are CCOc1c(C(C)=O)cc2c(c1Br)C(C)(C)CC=C2C(C)C, C1CCOC1, CI, CC(C)[N-]C(C)C, [Li+]. The product is CCOc1c(C(=O)C(C)C)cc2c(c1Br)C(C)(C)CC=C2C(C)C. As a reaction SMILES: [Br:1][c:2]1[c:3]([O:20][CH2:21][CH3:22])[c:4]([C:17]([CH3:18])=[O:19])[cH:5][c:6]2[c:11]1[C:10]([CH3:12])([CH3:13])[CH2:9][CH:8]=[C:7]2[CH:14]([CH3:15])[CH3:16].[CH2:33]1[O:34][CH2:35][CH2:36][CH2:37]1.[CH3:31][I:32].[CH:23]([N-:24][CH:27]([CH3:28])[CH3:29])([CH3:25])[CH3:26].[Li+:30]>>[Br:1][c:2]1[c:3]([O:20][CH2:21][CH3:22])[c:4]([C:17](=[O:19])[CH:27]([CH3:28])[CH3:29])[cH:5][c:6]2[c:11]1[C:10]([CH3:12])([CH3:13])[CH2:9][CH:8]=[C:7]2[CH:14]([CH3:15])[CH3:16]. Starting materials: OC\C=C(/CC/C=C(/CCC(C(CSCC(=O)OC)C)=O)\C)\C (methyl [[(6E, 10Z)-12-hydroxy-2,6,10-trimethyl-3-oxo-6,10-dodecadienyl]thio]acetate), N1=CC=CC=C1 (pyridine), C(C)(=O)OC(C)=O (acetic anhydride). Solvent: C(Cl)Cl (methylene chloride). Run at time 18 hour. Yields the product C(C)(=O)OC\C=C(/CC\C=C(\CCC(C(CSCC(=O)OC)C)=O)/C)\C ((2Z,6E)-12-[[(methoxycarbonyl)methyl]thio]-3,7,11-trimethyl-10-oxo-2,6-dodecadienyl acetate). RXN SMILES: [OH:1][CH2:2]/[CH:3]=[C:4](/[CH3:23])\[CH2:5][CH2:6]/[CH:7]=[C:8](\[CH3:22])/[CH2:9][CH2:10][C:11](=[O:21])[CH:12]([CH3:20])[CH2:13][S:14][CH2:15][C:16]([O:18][CH3:19])=[O:17].N1C=CC=CC=1.[C:30](OC(=O)C)(=[O:32])[CH3:31]>C(Cl)Cl>[C:30]([O:1][CH2:2]/[CH:3]=[C:4](/[CH3:23])\[CH2:5][CH2:6]/[CH:7]=[C:8](\[CH3:22])/[CH2:9][CH2:10][C:11](=[O:21])[CH:12]([CH3:20])[CH2:13][S:14][CH2:15][C:16]([O:18][CH3:19])=[O:17])(=[O:32])[CH3:31]. Reported procedure: A solution of 300 mg (0.00088 mol) of methyl [[(6E, 10Z)-12-hydroxy-2,6,10-trimethyl-3-oxo-6,10-dodecadienyl]thio]acetate in 5 ml of methylene chloride is treated with 0.5 ml of pyridine and 0.4 ml of acetic anhydride. The solution is stirred at room temperature for 18 hours under argon. After removing the solvent the residue is taken up three times in toluene and freed from solvent each time on a rotary evaporator. The residue is chromatographed on silica gel with ether. There is obtained (2Z,6...